This data is from the Open Reaction Database (ORD), a public repository of structured organic reaction records. The task is: describe an organic reaction: reactants, conditions, products, and yield The reactants are NC1=NC=CC=C1N (2,3-diaminopyridine), CC1=C(CCl)C(=CC=C1)NC(=O)OC (2-methyl-6-methoxycarbonylaminobenzyl chloride), C([O-])([O-])=O.[K+].[K+] (potassium carbonate). The solvent is CO (methanol). Conditions: time 1.5 hour. Product: NC1=NC=CC=C1NCC1=C(C=CC=C1NC(=O)OC)C (2-amino-3-(2-methyl-6-methoxycarbonylaminobenzylamino)pyridine). Isolated yield 50.4%. RXN SMILES: [NH2:1][C:2]1[C:7]([NH2:8])=[CH:6][CH:5]=[CH:4][N:3]=1.[CH3:9][C:10]1[CH:17]=[CH:16][CH:15]=[C:14]([NH:18][C:19]([O:21][CH3:22])=[O:20])[C:11]=1[CH2:12]Cl.C(=O)([O-])[O-].[K+].[K+]>CO>[NH2:1][C:2]1[C:7]([NH:8][CH2:12][C:11]2[C:14]([NH:18][C:19]([O:21][CH3:22])=[O:20])=[CH:15][CH:16]=[CH:17][C:10]=2[CH3:9])=[CH:6][CH:5]=[CH:4][N:3]=1 |f:2.3.4|. Procedure: To a solution of 2,3-diaminopyridine (1.09 g) in methanol (22 ml) was added 2-methyl-6-methoxycarbonylaminobenzyl chloride (2.14 g) and potassium carbonate (1.38 g) at room temperature and the mixture was stirred for 1.5 hours. The insoluble material was removed by filtration and methanol in the filtrate was evaporated under reduced pressure. The residue was subjected to column chromatography on silica gel (30 g) and eluted with a mixture of chloroform and methanol (100:1) to give a crystalline ...